Dataset: the Open Reaction Database (ORD), a public repository of structured organic reaction records. Task: describe an organic reaction: reactants, conditions, products, and yield RXN SMILES: [ClH:1].[NH2:2][C:3]1[N:8]=[CH:7][C:6](/[CH:9]=[CH:10]/[C:11]([OH:13])=O)=[CH:5][C:4]=1[CH2:14][N:15]1[CH2:20][CH2:19][N:18]([CH3:21])[CH2:17][CH2:16]1.Cl.[CH3:23][N:24]1[CH2:30][C:29]2[CH:31]=[C:32](/[CH:35]=[CH:36]/[C:37](O)=O)C=N[C:28]=2[NH:27][C:26](=O)[CH2:25]1.CNCC1N(C)C2C(C=1)=CC=CC=2.CNCC1C=CC2C(=CC=CC=2)C=1CCC>>[ClH:1].[NH2:2][C:3]1[N:8]=[CH:7][C:6](/[CH:9]=[CH:10]/[C:11]([N:27]([CH3:28])[CH2:26][C:25]2[N:24]([CH3:23])[C:30]3[C:36]([CH:37]=2)=[CH:35][CH:32]=[CH:31][CH:29]=3)=[O:13])=[CH:5][C:4]=1[CH2:14][N:15]1[CH2:20][CH2:19][N:18]([CH3:21])[CH2:17][CH2:16]1 |f:0.1,2.3,6.7|. Product: Cl.NC1=C(C=C(C=N1)/C=C/C(=O)N(CC=1N(C2=CC=CC=C2C1)C)C)CN1CCN(CC1)C ((E)-3-[6-Amino-5-(4-methyl-piperazin-1-ylmethyl)pyridin-3-yl]-N-methyl-N-(1-methyl-1H-indol-2-ylmethyl)acrylamide hydrochloride). Yield: 14.0%. Procedure: According to the procedure of Example 1, except substituting (E)-3-[6-amino-5-(4-methyl-piperazin-1-ylmethyl)-pyridin-3-yl]acrylic acid hydrochloride for the (E)-3-(4-methyl-2-oxo-2,3,4,5-tetrahydro-1H-pyrido[2,3-e][1,4]diazepin-7-yl)acrylic acid hydrochloride, and substituting methyl-(1-methyl-1H-indol-2-ylmethyl)amine for the methyl-(1-propyl-naphthalen-2-ylmethyl)amine, the title compound (136 mg, 14%) was prepared as an off-white powder and as a mixture of amide rotamers: 1H NMR (300 MHz, DM... Starting materials: Cl.NC1=C(C=C(C=N1)/C=C/C(=O)O)CN1CCN(CC1)C ((E)-3-[6-amino-5-(4-methyl-piperazin-1-ylmethyl)-pyridin-3-yl]acrylic acid hydrochloride), amide, CNCC1=C(C2=CC=CC=C2C=C1)CCC (methyl-(1-propyl-naphthalen-2-ylmethyl)amine), Cl.CN1CC(NC2=C(C1)C=C(C=N2)/C=C/C(=O)O)=O ((E)-3-(4-methyl-2-oxo-2,3,4,5-tetrahydro-1H-pyrido[2,3-e][1,4]diazepin-7-yl)acrylic acid hydrochloride), CNCC=1N(C2=CC=CC=C2C1)C (methyl-(1-methyl-1H-indol-2-ylmethyl)amine).